From a dataset of the Open Reaction Database (ORD), a public repository of structured organic reaction records. describe an organic reaction: reactants, conditions, products, and yield Starting materials: B(OC1=CC=C(C=C1)OCCCOCCC)([O-])[O-] (4-(3-propoxy)propoxyphenyl borate), BrC=1C=CC2=C(C=C(CCN2C=O)C(=O)NC2=CC=C(C=C2)CN(C2CCOCC2)C)C1 (7-bromo-1-formyl-N-[4-[[N-methyl-N-(tetrahydro-2H-pyran-4-yl)amino]methyl]phenyl]-2,3-dihydro-1H-1-benzazepine-4-carboxamide), C([O-])([O-])=O.[K+].[K+] (potassium carbonate). Reagents/catalysts: C=1C=CC(=CC1)[P](C=2C=CC=CC2)(C=3C=CC=CC3)[Pd]([P](C=4C=CC=CC4)(C=5C=CC=CC5)C=6C=CC=CC6)([P](C=7C=CC=CC7)(C=8C=CC=CC8)C=9C=CC=CC9)[P](C=1C=CC=CC1)(C=1C=CC=CC1)C=1C=CC=CC1 (tetrakistriphenylphosphinepalladium). Solvent: C1(=CC=CC=C1)C.C(C)O.O (water ethanol toluene), C(C)(=O)OCC (ethyl acetate). Reaction conditions: time 30 minute. The product is C(=O)N1CCC(=CC2=C1C=CC(=C2)C2=CC=C(C=C2)OCCCOCCC)C(=O)NC2=CC=C(C=C2)CN(C2CCOCC2)C (1-formyl-N-[4-[[N-methyl-N-(tetrahydro-2H-pyran-4-yl)amino]methyl]phenyl]-7-[4-(3-propoxy)propoxyphenyl]-2,3-dihydro-1H-1-benzazepine-4-carboxamide). The yield is 65.7%. Reaction SMILES: B([O-])([O-])O[C:3]1[CH:8]=[CH:7][C:6]([O:9][CH2:10][CH2:11][CH2:12][O:13][CH2:14][CH2:15][CH3:16])=[CH:5][CH:4]=1.Br[C:20]1[CH:21]=[CH:22][C:23]2[N:29]([CH:30]=[O:31])[CH2:28][CH2:27][C:26]([C:32]([NH:34][C:35]3[CH:40]=[CH:39][C:38]([CH2:41][N:42]([CH3:49])[CH:43]4[CH2:48][CH2:47][O:46][CH2:45][CH2:44]4)=[CH:37][CH:36]=3)=[O:33])=[CH:25][C:24]=2[CH:50]=1.C(=O)([O-])[O-].[K+].[K+]>C1(C)C=CC=CC=1.C(O)C.O.C(OCC)(=O)C.C1C=CC([P]([Pd]([P](C2C=CC=CC=2)(C2C=CC=CC=2)C2C=CC=CC=2)([P](C2C=CC=CC=2)(C2C=CC=CC=2)C2C=CC=CC=2)[P](C2C=CC=CC=2)(C2C=CC=CC=2)C2C=CC=CC=2)(C2C=CC=CC=2)C2C=CC=CC=2)=CC=1>[CH:30]([N:29]1[C:23]2[CH:22]=[CH:21][C:20]([C:3]3[CH:8]=[CH:7][C:6]([O:9][CH2:10][CH2:11][CH2:12][O:13][CH2:14][CH2:15][CH3:16])=[CH:5][CH:4]=3)=[CH:50][C:24]=2[CH:25]=[C:26]([C:32]([NH:34][C:35]2[CH:36]=[CH:37][C:38]([CH2:41][N:42]([CH3:49])[CH:43]3[CH2:48][CH2:47][O:46][CH2:45][CH2:44]3)=[CH:39][CH:40]=2)=[O:33])[CH2:27][CH2:28]1)=[O:31] |f:2.3.4,5.6.7,^1:77,79,98,117|. Procedure: In a mixture of water ethanol toluene (1:1:10, v/v, 18.0 ml) were dissolved 4-(3-propoxy)propoxyphenyl borate (270 mg) and 7-bromo-1-formyl-N-[4-[[N-methyl-N-(tetrahydro-2H-pyran-4-yl)amino]methyl]phenyl]-2,3-dihydro-1H-1-benzazepine-4-carboxamide (377 mg). To the solution was added potassium carbonate (251 mg), and the mixture was stirred under argon atmosphere at room temperature for 30 minutes. To the mixture was added tetrakistriphenylphosphinepalladium (35 mg), and the mixture was heated to... The reactants are CN(C)C=O, COCCOc1cc(C(=O)O)n(C)n1, CN1CCCC1=O, O=C(Cl)C(=O)Cl, Nc1cc(Oc2ccc3nc(NC(=O)C4CC4)cn3n2)ccc1F, C1CCOC1. Product: COCCOc1cc(C(=O)Nc2cc(Oc3ccc4nc(NC(=O)C5CC5)cn4n3)ccc2F)n(C)n1. As a reaction SMILES: [CH3:15][N:16]([CH3:17])[CH:18]=[O:19].[CH3:1][O:2][CH2:3][CH2:4][O:5][c:6]1[n:7][n:8]([CH3:14])[c:9]([C:11](=[O:12])[OH:13])[cH:10]1.[CH3:50][N:51]1[CH2:52][CH2:53][CH2:54][C:55]1=[O:56].[Cl:20][C:21]([C:22]([Cl:23])=[O:24])=[O:25].[NH2:26][c:27]1[cH:28][c:29]([O:30][c:31]2[cH:32][cH:33][c:34]3[n:35]([n:36]2)[cH:37][c:38]([NH:40][C:41](=[O:42])[CH:43]2[CH2:44][CH2:45]2)[n:39]3)[cH:46][cH:47][c:48]1[F:49].[O:57]1[CH2:58][CH2:59][CH2:60][CH2:61]1>>[CH3:1][O:2][CH2:3][CH2:4][O:5][c:6]1[n:7][n:8]([CH3:14])[c:9]([C:11](=[O:13])[NH:26][c:27]2[cH:28][c:29]([O:30][c:31]3[cH:32][cH:33][c:34]4[n:35]([n:36]3)[cH:37][c:38]([NH:40][C:41](=[O:42])[CH:43]3[CH2:44][CH2:45]3)[n:39]4)[cH:46][cH:47][c:48]2[F:49])[cH:10]1. Reactants: solution, Cl (hydrogen chloride), O1CCOCC1 (dioxane), C(C)(C)(C)OC(=O)N1[C@@H](CCC1)[C@@H]([C@H](C(=O)O)C)OC ((2R,3R)-3-[(2S)-1-(tert-butoxycarbonyl)pyrrolidin-2-yl]-3-methoxy-2-methylpropanoic acid). Solvent: COC1CCCC1 (cyclopentyl methyl ether). Reaction conditions: time 3 hour. Product: Cl.CO[C@H]([C@H](C(=O)O)C)[C@H]1NCCC1 ((2R,3R)-3-Methoxy-2-methyl-3-[(2S)-pyrrolidin-2-yl]propanoic acid, hydrochloride salt). The yield is 31.0%. As a reaction SMILES: C(OC([N:8]1[CH2:12][CH2:11][CH2:10][C@H:9]1[C@H:13]([O:19][CH3:20])[C@@H:14]([CH3:18])[C:15]([OH:17])=[O:16])=O)(C)(C)C.[ClH:21].O1CCOCC1>COC1CCCC1>[ClH:21].[CH3:20][O:19][C@@H:13]([C@@H:9]1[CH2:10][CH2:11][CH2:12][NH:8]1)[C@@H:14]([CH3:18])[C:15]([OH:17])=[O:16] |f:4.5|. Procedure details: To a mixture of #11 (4.09 g, 14.2 mmol, 1 eq.) in cyclopentyl methyl ether (10 mL, 0.14 M) was added a 4 N solution of hydrogen chloride in dioxane (37 mL, 100 mmol, 7 eq.). After three hours, the reaction mixture was concentrated in vacuo and azeotroped three times with heptane to give #103 (1000 mg, 31%) as a gum, which was used in the next step without further purification. 1H NMR (400 MHz, DMSO-d6) δ 9.92-10.06 (br s, 1H), 8.66-8.80 (br s, 1H), 3.89 (dd, J=5.2, 4.9 Hz, 1H), 3.43-3.53 (m, 1H)... Starting materials: FC1=CC=C(C=C1)C=1N(C(C(=CN1)NC(=O)OCC1=NC=CC=C1)=O)CC(=O)NC(C(C(F)(F)F)O)C(C)C (2-[2-(4-Fluorophenyl)-6-oxo-5-(2-pyridylmethoxycarbonylamino)-1,6-dihydro-1-pyrimidinyl]-N-(3,3,3-trifluoro-2-hydroxy-1-isopropylpropyl)acetamide), CO (methanol). The solvent is ClCCl (dichloromethane). Product: FC1=CC=C(C=C1)C=1N(C(C(=CN1)NC(=O)OCC1=NC=CC=C1)=O)CC(=O)NC(C(C(F)(F)F)=O)C(C)C (2-[2-(4-fluorophenyl)-6-oxo-5-(2-pyridylmethoxycarbonylamino)-1,6-dihydro-1-pyrimidinyl]-N-(3,3,3-trifluoro-1-isopropyl-2-oxopropyl)acetamide). RXN SMILES: [F:1][C:2]1[CH:7]=[CH:6][C:5]([C:8]2[N:9]([CH2:26][C:27]([NH:29][CH:30]([CH:37]([CH3:39])[CH3:38])[CH:31]([OH:36])[C:32]([F:35])([F:34])[F:33])=[O:28])[C:10](=[O:25])[C:11]([NH:14][C:15]([O:17][CH2:18][C:19]3[CH:24]=[CH:23][CH:22]=[CH:21][N:20]=3)=[O:16])=[CH:12][N:13]=2)=[CH:4][CH:3]=1.CO>ClCCl>[F:1][C:2]1[CH:7]=[CH:6][C:5]([C:8]2[N:9]([CH2:26][C:27]([NH:29][CH:30]([CH:37]([CH3:39])[CH3:38])[C:31](=[O:36])[C:32]([F:34])([F:35])[F:33])=[O:28])[C:10](=[O:25])[C:11]([NH:14][C:15]([O:17][CH2:18][C:19]3[CH:24]=[CH:23][CH:22]=[CH:21][N:20]=3)=[O:16])=[CH:12][N:13]=2)=[CH:4][CH:3]=1. Procedure details: 2-[2-(4-Fluorophenyl)-6-oxo-5-(2-pyridylmethoxycarbonylamino)-1,6-dihydro-1-pyrimidinyl]-N-(3,3,3-trifluoro-2-hydroxy-1-isopropylpropyl)acetamide was subjected to a procedure similar to that described in Example 1. Chromatography, with methanol:dichloromethane (gradient, 0:100, 5:95, 7:93) as the eluent, gave 2-[2-(4-fluorophenyl)-6-oxo-5-(2-pyridylmethoxycarbonylamino)-1,6-dihydro-1-pyrimidinyl]-N-(3,3,3-trifluoro-1-isopropyl-2-oxopropyl)acetamide as a white solid; NMR (DMSO/H2O): 8.54 (d,2), 8... The product is NC1(c2ccccc2OCc2ccccc2)CC1. RXN SMILES: [Br-:17].[CH2:18]([CH3:19])[Mg+:20].[CH2:1]([c:2]1[cH:3][cH:4][cH:5][cH:6][cH:7]1)[O:8][c:9]1[c:10]([C:11]#[N:12])[cH:13][cH:14][cH:15][cH:16]1.[CH3:21][CH2:22][O:23][CH2:24][CH3:25].[CH3:26][CH:27]([CH3:28])[O-:29].[CH3:31][CH:32]([CH3:33])[O-:34].[CH3:35][CH:36]([CH3:37])[O-:38].[CH3:39][CH:40]([CH3:41])[O-:42].[Ti+4:30]>>[CH2:1]([c:2]1[cH:3][cH:4][cH:5][cH:6][cH:7]1)[O:8][c:9]1[c:10]([C:11]2([NH2:12])[CH2:18][CH2:19]2)[cH:13][cH:14][cH:15][cH:16]1. Starting materials: [Br-], CC[Mg+], N#Cc1ccccc1OCc1ccccc1, CCOCC, CC(C)[O-], CC(C)[O-], CC(C)[O-], CC(C)[O-], [Ti+4]. Reactants: CP(C)C, [N-]=[N+]=NCCOC(=O)C1(F)C2CC(OCc3ccc(Cl)c(Cl)c3)C(N)(C(=O)O)C21, C1CCOC1, C1CCOC1, O. Yields the product NCCOC(=O)C1(F)C2CC(OCc3ccc(Cl)c(Cl)c3)C(N)(C(=O)O)C21. Reaction SMILES: [CH3:6][P:7]([CH3:8])[CH3:9].[N:10](=[N+:11]=[N-:12])[CH2:13][CH2:14][O:15][C:16](=[O:17])[C:18]1([F:38])[CH:19]2[CH2:20][CH:21]([O:28][CH2:29][c:30]3[cH:31][c:32]([Cl:37])[c:33]([Cl:36])[cH:34][cH:35]3)[C:22]([C:24](=[O:25])[OH:26])([NH2:27])[CH:23]12.[O:1]1[CH2:2][CH2:3][CH2:4][CH2:5]1.[O:39]1[CH2:40][CH2:41][CH2:42][CH2:43]1.[OH2:44]>>[NH2:10][CH2:13][CH2:14][O:15][C:16](=[O:17])[C:18]1([F:38])[CH:19]2[CH2:20][CH:21]([O:28][CH2:29][c:30]3[cH:31][c:32]([Cl:37])[c:33]([Cl:36])[cH:34][cH:35]3)[C:22]([C:24](=[O:25])[OH:26])([NH2:27])[CH:23]12. Starting materials: COc1nn2c(Br)cccc2c1NCC1CC1, CC(=O)O[BH-](OC(C)=O)OC(C)=O, O=C([O-])O, [Na+], [Na+], O=CC1CCOCC1, C1CCOC1. The product is COc1nn2c(Br)cccc2c1N(CC1CCOCC1)CC1CC1. As a reaction SMILES: [Br:1][c:2]1[cH:3][cH:4][cH:5][c:6]2[n:7]1[n:8][c:9]([O:16][CH3:17])[c:10]2[NH:11][CH2:12][CH:13]1[CH2:14][CH2:15]1.[C:26]([O:27][BH-:28]([O:29][C:30](=[O:31])[CH3:32])[O:33][C:34](=[O:35])[CH3:36])(=[O:37])[CH3:38].[C:40](=[O:41])([OH:42])[O-:43].[Na+:39].[Na+:44].[O:18]1[CH2:19][CH2:20][CH:21]([CH:24]=[O:25])[CH2:22][CH2:23]1.[O:45]1[CH2:46][CH2:47][CH2:48][CH2:49]1>>[Br:1][c:2]1[cH:3][cH:4][cH:5][c:6]2[n:7]1[n:8][c:9]([O:16][CH3:17])[c:10]2[N:11]([CH2:12][CH:13]1[CH2:14][CH2:15]1)[CH2:24][CH:21]1[CH2:20][CH2:19][O:18][CH2:23][CH2:22]1. The reactants are FC1=CC=C(C=C1)C1=CN2CCCC2=C1C (6-(4-fluorophenyl)-7-methyl-2,3-dihydro-1H-pyrrolizine), N1=CC=CC=C1 (pyridine), ClC(=O)OCC (ethyl chloroformate). The solvent is C(Cl)Cl (CH2Cl2), C(Cl)Cl (CH2Cl2). Conditions: time 1 hour. Product: FC1=CC=C(C=C1)C=1C(=C2CCCN2C1C1C=CN(C=C1)C(=O)OCC)C (Ethyl 4-[2-(4-fluorophenyl)-1-methyl-6,7-dihydro-5H-pyrrolizine-3-yl]-4H-pyridine-1-carboxylate). RXN SMILES: [F:1][C:2]1[CH:7]=[CH:6][C:5]([C:8]2[C:15]([CH3:16])=[C:14]3[N:10]([CH2:11][CH2:12][CH2:13]3)[CH:9]=2)=[CH:4][CH:3]=1.[N:17]1[CH:22]=[CH:21][CH:20]=[CH:19][CH:18]=1.Cl[C:24]([O:26][CH2:27][CH3:28])=[O:25]>C(Cl)Cl>[F:1][C:2]1[CH:7]=[CH:6][C:5]([C:8]2[C:15]([CH3:16])=[C:14]3[N:10]([C:9]=2[CH:20]2[CH:21]=[CH:22][N:17]([C:24]([O:26][CH2:27][CH3:28])=[O:25])[CH:18]=[CH:19]2)[CH2:11][CH2:12][CH2:13]3)=[CH:4][CH:3]=1. Reported procedure: The solution of 6-(4-fluorophenyl)-7-methyl-2,3-dihydro-1H-pyrrolizine (1.72 g, 8.0 mmol) in CH2Cl2 (55 ml) is firstly treated at 0° C. (ice bath) with pyridine (1.6 ml, 1.58 g, 20 mmol) and dropwise with the solution of ethyl chloroformate (2.1 g, 19.5 mmol) in CH2Cl2 (25 ml) (10 min). After a temperature rise to 3-6° C., the cooling agent is removed and the mixture is stirred for 1 h at RT, then heated to boiling temperature (36° C.) for 15 min. Then and after refluxing for a further hour, in ... Starting materials: COCC(C)O (propylene glycol monomethyl ether), C(C)(=O)O (acetic acid). The product is CCC(=O)O.C(C(C)O)O (propylene glycol monomethyl acetate). RXN SMILES: C[O:2][CH2:3][CH:4]([OH:6])[CH3:5].C(O)(=[O:9])C>>[CH3:5][CH2:4][C:3]([OH:9])=[O:2].[CH2:3]([OH:2])[CH:4]([OH:6])[CH3:5] |f:2.3|. Reported procedure: A straight batch distillation employing a 20 tray Oldershaw column at a reflux ratio of 10/1 at atmospheric pressure with a pot temperature of 140°-146° C. and an overhead temperature of 115°-140° C. was carried out on a reaction mixture resulting from an acid catalyzed esterification of propylene glycol monomethyl ether (PM) and acetic acid to produce propylene glycol monomethyl acetate (PMA). The reaction mixture contained on a percent by weight basis 97.2% propylene glycol monomethyl ether ac... Yields the product CCn1ncc(C(=O)c2ccc3c(c2C)C(=NOC)CCS3(=O)=O)c1OCC(=O)c1ccccc1. RXN SMILES: [Br:32][CH2:33][C:34](=[O:35])[c:36]1[cH:37][cH:38][cH:39][cH:40][cH:41]1.[C:42](=[O:43])([O-:44])[O-:45].[CH3:1][O:2][N:3]=[C:4]1[CH2:5][CH2:6][S:7](=[O:25])(=[O:26])[c:8]2[cH:9][cH:10][c:11]([C:15](=[O:16])[c:17]3[cH:18][n:19][n:20]([CH2:23][CH3:24])[c:21]3[OH:22])[c:12]([CH3:14])[c:13]21.[CH3:48][C:49](=[O:50])[CH3:51].[K+:46].[K+:47].[nH:27]1[cH:28][cH:29][cH:30][n:31]1>>[CH3:1][O:2][N:3]=[C:4]1[CH2:5][CH2:6][S:7](=[O:25])(=[O:26])[c:8]2[cH:9][cH:10][c:11]([C:15](=[O:16])[c:17]3[cH:18][n:19][n:20]([CH2:23][CH3:24])[c:21]3[O:22][CH2:33][C:34](=[O:35])[c:36]3[cH:37][cH:38][cH:39][cH:40][cH:41]3)[c:12]([CH3:14])[c:13]21. Starting materials: O=C(CBr)c1ccccc1, O=C([O-])[O-], CCn1ncc(C(=O)c2ccc3c(c2C)C(=NOC)CCS3(=O)=O)c1O, CC(C)=O, [K+], [K+], c1cn[nH]c1.